This data is from the Open Reaction Database (ORD), a public repository of structured organic reaction records. The task is: describe an organic reaction: reactants, conditions, products, and yield The reactants are O=C1C2=C(N=CN1)SC1=C2CCC(C1)CC(=O)[O-] ((4-Oxo-3,4,5,6,7,8-hexahydro[1]benzothieno[2,3-d]pyrimidin-7-yl)acetate), C(#N)C1=C(C(=O)C(=C(C1=O)Cl)Cl)C#N (DDQ). Run in O1CCOCC1 (1,4-dioxane). Conditions: temperature 90 celsius, time 10 minute. Product: C(C)OC(CC1=CC2=C(C3=C(N=CNC3=O)S2)C=C1)=O ((4-Oxo-3,4-dihydro-benzo[4,5]thieno[2,3-d]pyrimidin-7-yl)-acetic acid ethyl ester). Yield: 36.1%. Reaction SMILES: [O:1]=[C:2]1[NH:7][CH:6]=[N:5][C:4]2[S:8][C:9]3[CH2:14][CH:13]([CH2:15][C:16]([O-:18])=[O:17])[CH2:12][CH2:11][C:10]=3[C:3]1=2.[C:19]([C:21]1C(=O)C(Cl)=C(Cl)C(=O)C=1C#N)#N>O1CCOCC1>[CH2:19]([O:17][C:16](=[O:18])[CH2:15][C:13]1[CH:12]=[CH:11][C:10]2[C:3]3[C:2](=[O:1])[NH:7][CH:6]=[N:5][C:4]=3[S:8][C:9]=2[CH:14]=1)[CH3:21]. Procedure details: (4-Oxo-3,4,5,6,7,8-hexahydro[1]benzothieno[2,3-d]pyrimidin-7-yl)acetate (5 g, 17.10 mmol, from step 2) was added to DDQ (9.71 g, 42.76 mmol, 2.5 equiv) in 1,4-dioxane (50 mL) solution under argon. The reaction mixture was heated to 90° C. for 15 h. The mixture was then allowed to cool to rt and the brown solid precipitated from solution. The solid was filtered and washed with 1,4-dioxane (2×30 mL). The filtrate was concentrated in vacuo. Saturated aqueous NaHCO3 (150 mL) was then slowly poured i...